From a dataset of the Open Reaction Database (ORD), a public repository of structured organic reaction records. describe an organic reaction: reactants, conditions, products, and yield Reactants: [Al+3], [H-], [H-], [H-], [H-], [Li+], [Na+], C1CCOC1, [OH-], O, O=C(c1ccccc1)c1ccc(N(c2ccccc2)c2ccccc2)cc1. Yields the product c1ccc(Cc2ccc(N(c3ccccc3)c3ccccc3)cc2)cc1. As a reaction SMILES: [Al+3:2].[H-:1].[H-:4].[H-:5].[H-:6].[Li+:3].[Na+:36].[O:37]1[CH2:38][CH2:39][CH2:40][CH2:41]1.[OH-:35].[OH2:34].[c:7]1([N:13]([c:14]2[cH:15][cH:16][c:17]([C:20](=[O:21])[c:22]3[cH:23][cH:24][cH:25][cH:26][cH:27]3)[cH:18][cH:19]2)[c:28]2[cH:29][cH:30][cH:31][cH:32][cH:33]2)[cH:8][cH:9][cH:10][cH:11][cH:12]1>>[c:7]1([N:13]([c:14]2[cH:15][cH:16][c:17]([CH2:20][c:22]3[cH:23][cH:24][cH:25][cH:26][cH:27]3)[cH:18][cH:19]2)[c:28]2[cH:29][cH:30][cH:31][cH:32][cH:33]2)[cH:8][cH:9][cH:10][cH:11][cH:12]1. Reactants: Cc1cc(CO[Si](C)(C)C(C)(C)C)c(C#N)c(=O)[nH]1, CO, N. Product: Cc1cc(CO[Si](C)(C)C(C)(C)C)c(CN)c(=O)[nH]1. As a reaction SMILES: [C:1]([CH3:2])([CH3:3])([CH3:4])[Si:5]([O:6][CH2:7][c:8]1[c:9]([C:16]#[N:17])[c:10](=[O:15])[nH:11][c:12]([CH3:14])[cH:13]1)([CH3:18])[CH3:19].[CH3:21][OH:22].[NH3:20]>>[C:1]([CH3:2])([CH3:3])([CH3:4])[Si:5]([O:6][CH2:7][c:8]1[c:9]([CH2:16][NH2:17])[c:10](=[O:15])[nH:11][c:12]([CH3:14])[cH:13]1)([CH3:18])[CH3:19].